This data is from the Open Reaction Database (ORD), a public repository of structured organic reaction records. The task is: describe an organic reaction: reactants, conditions, products, and yield The reactants are CC(CO)(C)N (2-methyl-2-aminopropanol), CCOCC (ether), C(C1=CC(=CC=C1)OC)(=O)Cl (m-anisoyl chloride), C(Cl)Cl (methylene chloride), S(=O)(Cl)Cl (thionyl chloride), C(Cl)Cl (methylene chloride). Product: COC=1C=C(C=CC1)C=1OC(CN1)(C)C (2-(3-Methoxyphenyl)-5,5-Dimethyloxazoline). As a reaction SMILES: [C:1](Cl)(=[O:10])[C:2]1[CH:7]=[CH:6][CH:5]=[C:4]([O:8][CH3:9])[CH:3]=1.C[C:13]([NH2:17])(C)CO.S(Cl)(Cl)=O.CCO[CH2:25][CH3:26].[CH2:27](Cl)Cl>>[CH3:9][O:8][C:4]1[CH:3]=[C:2]([C:1]2[O:10][C:25]([CH3:26])([CH3:27])[CH2:13][N:17]=2)[CH:7]=[CH:6][CH:5]=1. Procedure details: To a 500 mL, 3-neck, round-bottom flask equipped with thermometer, condenser, addition funnel, and magnetic stirring, was added 43.2 g (253 mmoles) of m-anisoyl chloride in 500 mL of methylene chloride. The solution was cooled on ice and 2-methyl-2-aminopropanol (56.4 g, 60.4 mL, 633 mmoles) dissolved in 50 mL of methylene chloride was added slowly with stirring. The mixture was allowed to warm to room temperature and was stirred overnight. The solution was filtered from solids, and solvent was ... Isolated yield 19.0%. The product is FC1([C@@]2(N=C(OC1)N)CCC1=CC=C(C=C12)C=1C=NC=NC1)F ((R)-5′,5′-Difluoro-6-(pyrimidin-5-yl)-2,3,5′,6′-tetrahydrospiro[indene-1,4′-[1,3]oxazin]-2′-amine). Reaction SMILES: Br[C:2]1[CH:18]=[C:17]2[C:5]([CH2:6][CH2:7][C@@:8]32[C:13]([F:15])([F:14])[CH2:12][O:11][C:10]([NH2:16])=[N:9]3)=[CH:4][CH:3]=1.[N:19]1[CH:24]=[C:23](B(O)O)[CH:22]=[N:21][CH:20]=1.COCCOC>O>[F:14][C:13]1([F:15])[CH2:12][O:11][C:10]([NH2:16])=[N:9][C@@:8]21[C:17]1[C:5](=[CH:4][CH:3]=[C:2]([C:23]3[CH:24]=[N:19][CH:20]=[N:21][CH:22]=3)[CH:18]=1)[CH2:6][CH2:7]2. The reactants are COCCOC (1,2-dimethoxyethane), BrC1=CC=C2CC[C@@]3(N=C(OCC3(F)F)N)C2=C1 ((R)-6-bromo-5′,5′-difluoro-2,3,5′,6′-tetrahydrospiro[indene-1,4′-[1,3]oxazin]-2′-amine), N1=CN=CC(=C1)B(O)O (pyrimidin-5-ylboronic acid). Reported procedure: In a manner analogous to that described in Example 1, the cross-coupling reaction of (R)-6-bromo-5′,5′-difluoro-2,3,5′,6′-tetrahydrospiro[indene-1,4′-[1,3]oxazin]-2′-amine (intermediate A6.5) with pyrimidin-5-ylboronic acid in a 3:1-mixture of 1,2-dimethoxyethane and water as the solvent yielded the title compound (19% yield) as an off-white solid. MS (ISP): m/z=317.0 [M+H]+. Solvent: O (water). Reactants: CCC(=O)OCCc1ccc(-n2c(CC)nc3c(C)cc(C)nc32)cc1, C1CCOC1, CO, [Li+], [OH-]. Yields the product CCc1nc2c(C)cc(C)nc2n1-c1ccc(CCO)cc1. As a reaction SMILES: [C:1](=[O:2])([CH2:3][CH3:4])[O:5][CH2:6][CH2:7][c:8]1[cH:9][cH:10][c:11](-[n:14]2[c:15]([CH2:25][CH3:26])[n:16][c:17]3[c:18]2[n:19][c:20]([CH3:24])[cH:21][c:22]3[CH3:23])[cH:12][cH:13]1.[CH2:31]1[O:32][CH2:33][CH2:34][CH2:35]1.[CH3:29][OH:30].[Li+:28].[OH-:27]>>[OH:5][CH2:6][CH2:7][c:8]1[cH:9][cH:10][c:11](-[n:14]2[c:15]([CH2:25][CH3:26])[n:16][c:17]3[c:18]2[n:19][c:20]([CH3:24])[cH:21][c:22]3[CH3:23])[cH:12][cH:13]1. Reactants: CN(CCCl)C (2-dimethylaminoethyl chloride), O (Water), NaNH2, C1(=CC=CC=C1)CC#N (phenylacetonitrile). The solvent is C1(=CC=CC=C1)C (toluene), C1(=CC=CC=C1)C (toluene), C1(=CC=CC=C1)C (toluene). Product: CN(CCC(C#N)C1=CC=CC=C1)C (4-dimethylamino-2-phenylbutanenitrile). Isolated yield 21.9%. RXN SMILES: [C:1]1([CH2:7][C:8]#[N:9])[CH:6]=[CH:5][CH:4]=[CH:3][CH:2]=1.[CH3:10][N:11]([CH3:15])[CH2:12][CH2:13]Cl.O>C1(C)C=CC=CC=1>[CH3:10][N:11]([CH3:15])[CH2:12][CH2:13][CH:7]([C:1]1[CH:6]=[CH:5][CH:4]=[CH:3][CH:2]=1)[C:8]#[N:9]. Procedure: To a refluxing suspension of 35 g (0.90 mol) of NaNH2 in 750 ml of toluene was added, dropwise with mechanical stirring under N2, 100 g (0.85 mol) of phenylacetonitrile in 100 ml of toluene. The resulting suspension was stirred at reflux for a further 3 hr. Then, 92.5 g (0.86 mol) of 2-dimethylaminoethyl chloride in 50 ml of toluene was added dropwise, and the resulting dark suspension was first heated at reflux for 41/2 hr and then stirred at RT for 16 hr. Water (1.5 liters) was added to the mi... Reactants: C(C)(=S)[O-].[K+] (potassium thioacetate), BrC(C(C(=O)N1[C@H](C(=O)O)CCC1)C)C(C1=C(C=CC=C1)F)=O (1-[3-bromo-3-(fluorobenzoyl)-2-methylpropionyl]-L-proline), BrC(C(C(=O)N1[C@H](C(=O)O)CCC1)C)C(C1=CC(=CC=C1)F)=O (1-[3-bromo-3-(3-fluorobenzoyl)-2-methylpropionyl]-L-proline), C(C)(=O)OCC.CCCCCC.C(C)(=O)O (ethyl acetate hexane acetic acid), C(C)(=S)[O-].[K+] (potassium thioacetate). Run in C(C)O (ethanol), C(C)O (ethanol). Product: C(C)(=O)SC(C(C(=O)N1[C@H](C(=O)O)CCC1)C)C(C1=CC(=CC=C1)F)=O (1-[3-acetylthio-3-(3-fluorobenzoyl)-2-methylpropionyl] -L-proline). Reaction SMILES: BrC(C(=O)C1C=CC=CC=1F)C(C)C(N1CCC[C@H]1C(O)=O)=O.Br[CH:25]([C:38](=[O:46])[C:39]1[CH:44]=[CH:43][CH:42]=[C:41]([F:45])[CH:40]=1)[CH:26]([CH3:37])[C:27]([N:29]1[CH2:36][CH2:35][CH2:34][C@H:30]1[C:31]([OH:33])=[O:32])=[O:28].[C:47]([O-:50])(=[S:49])[CH3:48].[K+].C(OCC)(=O)C.CCCCCC.C(O)(=O)C>C(O)C>[C:47]([S:49][CH:25]([C:38](=[O:46])[C:39]1[CH:44]=[CH:43][CH:42]=[C:41]([F:45])[CH:40]=1)[CH:26]([CH3:37])[C:27]([N:29]1[CH2:36][CH2:35][CH2:34][C@H:30]1[C:31]([OH:33])=[O:32])=[O:28])(=[O:50])[CH3:48] |f:2.3,4.5.6|. Procedure: As described in Example 55, 4.0 g. of (S)-1-[3-(3-fluorobenzoyl)-2-methylpropionyl]-L-proline (isomer A); m.p. 182°-185° C. is brominated to give the bromo derivative of isomer A [mixture of [S-(R*,S*)]-1-[3-bromo-3-(fluorobenzoyl)-2-methylpropionyl]-L-proline and [S-(R*,R*)]-1-[3-bromo-3-(3-fluorobenzoyl)-2-methylpropionyl]-L-proline]. Separation of the mixture by chromatography on a prep LC/500 column with hexane-ethyl acetate-acetic acid (75:25:2) as solvent gives 1.68 g. of pure diastereomer...